From a dataset of the Open Reaction Database (ORD), a public repository of structured organic reaction records. describe an organic reaction: reactants, conditions, products, and yield The product is CC(C)(CCCC#CCOC1CCCCO1)C(=O)O. As a reaction SMILES: [CH2:11]([Li:12])[CH2:13][CH2:14][CH3:15].[CH3:16][C:17]([C:18](=[O:19])[OH:20])([CH2:21][CH2:22][CH2:23][Br:24])[CH3:25].[Cl-:26].[NH4+:27].[O:1]1[CH:2]([O:7][CH2:8][C:9]#[CH:10])[CH2:3][CH2:4][CH2:5][CH2:6]1.[O:28]1[CH2:29][CH2:30][CH2:31][CH2:32]1>>[O:1]1[CH:2]([O:7][CH2:8][C:9]#[C:10][CH2:23][CH2:22][CH2:21][C:17]([CH3:16])([C:18](=[O:19])[OH:20])[CH3:25])[CH2:3][CH2:4][CH2:5][CH2:6]1. The reactants are [Li]CCCC, CC(C)(CCCBr)C(=O)O, [Cl-], [NH4+], C#CCOC1CCCCO1, C1CCOC1. Reactants: CCC(NCc1ccccc1)c1ccccc1, CCC(N)c1ccccc1, O=Cc1ccccc1. Product: CC(NCc1ccccc1)c1ccccc1. Reaction SMILES: [CH2:1]([c:2]1[cH:3][cH:4][cH:5][cH:6][cH:7]1)[NH:8][CH:9]([c:10]1[cH:11][cH:12][cH:13][cH:14][cH:15]1)[CH2:16][CH3:17].[CH2:26]([CH:27]([NH2:28])[c:29]1[cH:30][cH:31][cH:32][cH:33][cH:34]1)[CH3:35].[CH:18]([c:19]1[cH:20][cH:21][cH:22][cH:23][cH:24]1)=[O:25]>>[CH2:1]([c:2]1[cH:3][cH:4][cH:5][cH:6][cH:7]1)[NH:8][CH:9]([c:10]1[cH:11][cH:12][cH:13][cH:14][cH:15]1)[CH3:16]. The reactants are O=S(=O)(c1ccc(Br)s1)n1cccc1, OB(O)Oc1ccsc1. The product is O=S(=O)(c1ccc(-c2ccsc2)s1)n1cccc1. Reaction SMILES: [Br:10][c:11]1[cH:12][cH:13][c:14]([S:16](=[O:17])(=[O:18])[n:19]2[cH:20][cH:21][cH:22][cH:23]2)[s:15]1.[s:1]1[cH:2][c:3]([O:6][B:7]([OH:8])[OH:9])[cH:4][cH:5]1>>[s:1]1[cH:2][c:3](-[c:11]2[cH:12][cH:13][c:14]([S:16](=[O:17])(=[O:18])[n:19]3[cH:20][cH:21][cH:22][cH:23]3)[s:15]2)[cH:4][cH:5]1. Product: O=C(Cc1ccccc1)c1ccccc1. Reaction SMILES: [B-:14]([F:15])([F:16])([F:17])[F:18].[CH3:33][CH2:34][O:35][CH2:36][CH3:37].[c:19]1([N+:25]#[N:26])[cH:20][cH:21][cH:22][cH:23][cH:24]1.[c:1]1([C:7](=[CH2:8])[O:9][Si:10]([CH3:11])([CH3:12])[CH3:13])[cH:2][cH:3][cH:4][cH:5][cH:6]1.[cH:27]1[cH:28][cH:29][n:30][cH:31][cH:32]1>>[c:1]1([C:7](=[O:8])[CH2:9][c:19]2[cH:20][cH:21][cH:22][cH:23][cH:24]2)[cH:2][cH:3][cH:4][cH:5][cH:6]1. The reactants are F[B-](F)(F)F, CCOCC, N#[N+]c1ccccc1, C=C(O[Si](C)(C)C)c1ccccc1, c1ccncc1. Starting materials: ClCCl, CC1(COc2ccc(N3CCSCC3)cc2)Cn2cc([N+](=O)[O-])nc2O1, O=C(OO)c1cccc(Cl)c1. The product is CC1(COc2ccc(N3CCS(=O)CC3)cc2)Cn2cc([N+](=O)[O-])nc2O1. As a reaction SMILES: [CH2:38]([Cl:39])[Cl:40].[CH3:1][C:2]1([CH2:13][O:14][c:15]2[cH:16][cH:17][c:18]([N:21]3[CH2:22][CH2:23][S:24][CH2:25][CH2:26]3)[cH:19][cH:20]2)[CH2:3][n:4]2[c:5]([n:7][c:8]([N+:10](=[O:11])[O-:12])[cH:9]2)[O:6]1.[Cl:27][c:28]1[cH:29][cH:30][cH:31][c:32]([C:33]([O:34][OH:36])=[O:35])[cH:37]1>>[CH3:1][C:2]1([CH2:13][O:14][c:15]2[cH:16][cH:17][c:18]([N:21]3[CH2:22][CH2:23][S:24](=[O:35])[CH2:25][CH2:26]3)[cH:19][cH:20]2)[CH2:3][n:4]2[c:5]([n:7][c:8]([N+:10](=[O:11])[O-:12])[cH:9]2)[O:6]1. Reactants: BrCCC1=C(C=C(C=C1Cl)Cl)OC1=C(C(=CC(=C1)Cl)Cl)CCBr (2-bromoethyl-3,5-dichlorophenyl ether), CN (methylamine). Yields the product Cl.ClC=1C=C(OCCNC)C=C(C1)Cl (2-(3,5-Dichlorophenoxy)-N-methylethanamine, Hydrochloride). RXN SMILES: BrCC[C:4]1[C:9]([Cl:10])=[CH:8][C:7]([Cl:11])=[CH:6][C:5]=1[O:12][C:13]1[CH:18]=C(Cl)C=C(Cl)C=1CCBr.[CH3:24][NH2:25]>>[ClH:10].[Cl:10][C:9]1[CH:4]=[C:5]([CH:6]=[C:7]([Cl:11])[CH:8]=1)[O:12][CH2:13][CH2:18][NH:25][CH3:24] |f:2.3|. Reported procedure: A solution of 31.56 g (0.118 mole) 2-bromoethyl-3,5-dichlorophenyl ether in excess methylamine was agitated overnight in a bomb at room temperature. The methylamine was evaporated under nitrogen and the residue partitioned between water and methylene chloride. The methylene chloride was evaporated to give an oil, the free base of the title compound. A portion of the oil was reacted with ethereal hydrogen chloride to give the hydrochloride salt which was recrystallized from methanol-diethyl ether... The reactants are CC(=O)O[BH-](OC(C)=O)OC(C)=O, CC(=O)O, Cc1cc(C)cc(C2CCCN2)c1, NC(=O)c1ccc(Oc2ccc(C=O)cc2)c(F)c1, [Na+]. Product: Cc1cc(C)cc(C2CCCN2Cc2ccc(Oc3ccc(C(N)=O)cc3F)cc2)c1. Reaction SMILES: [C:33]([O:34][BH-:35]([O:36][C:37](=[O:38])[CH3:39])[O:40][C:41](=[O:42])[CH3:43])(=[O:44])[CH3:45].[C:47]([OH:48])(=[O:49])[CH3:50].[CH3:20][c:21]1[cH:22][c:23]([CH:28]2[NH:29][CH2:30][CH2:31][CH2:32]2)[cH:24][c:25]([CH3:27])[cH:26]1.[F:1][c:2]1[cH:3][c:4]([C:5](=[O:6])[NH2:7])[cH:8][cH:9][c:10]1[O:11][c:12]1[cH:13][cH:14][c:15]([CH:18]=[O:19])[cH:16][cH:17]1.[Na+:46]>>[F:1][c:2]1[cH:3][c:4]([C:5](=[O:6])[NH2:7])[cH:8][cH:9][c:10]1[O:11][c:12]1[cH:13][cH:14][c:15]([CH2:18][N:29]2[CH:28]([c:23]3[cH:22][c:21]([CH3:20])[cH:26][c:25]([CH3:27])[cH:24]3)[CH2:32][CH2:31][CH2:30]2)[cH:16][cH:17]1. Starting materials: CC1=C(OCCCC(C(=O)OC)(C)C)C=C(C(=C1)OCC1=CC=CC=C1)C (5-[2,5-Dimethyl-4-(phenylmethoxy)phenoxy]-2,2-dimethylpentanoic acid, methyl ester), [OH-].[K+] (potassium hydroxide), O (water). Procedure details: A solution of 7.8 g (2.1 mmol) of 5-[2,5-dimethyl-4-(phenylmethoxy)phenoxy]-2,2-dimethylpentanoic acid, methyl ester (Example 13), 3.5 g (3×21 mmol) of potassium hydroxide, 10 mL of water and 100 mL of methanol is stirred at reflux for 12 hours. The methanol is removed and the residual aqueous solution is diluted with 150 mL of water then back-extracted with diethyl ether. The aqueous layer is acidified with 15 mL of 6N hydrochloric acid solution and the product is isolated with diethyl ether. T... As a reaction SMILES: [CH3:1][C:2]1[CH:18]=[C:17]([O:19][CH2:20][C:21]2[CH:26]=[CH:25][CH:24]=[CH:23][CH:22]=2)[C:16]([CH3:27])=[CH:15][C:3]=1[O:4][CH2:5][CH2:6][CH2:7][C:8]([CH3:14])([CH3:13])[C:9]([O:11]C)=[O:10].[OH-].[K+].O>CO>[CH3:1][C:2]1[CH:18]=[C:17]([O:19][CH2:20][C:21]2[CH:22]=[CH:23][CH:24]=[CH:25][CH:26]=2)[C:16]([CH3:27])=[CH:15][C:3]=1[O:4][CH2:5][CH2:6][CH2:7][C:8]([CH3:14])([CH3:13])[C:9]([OH:11])=[O:10] |f:1.2|. Yield: 921.8%. Product: CC1=C(OCCCC(C(=O)O)(C)C)C=C(C(=C1)OCC1=CC=CC=C1)C (5-[2,5-Dimethyl-4-(phenylmethoxy)phenoxy]-2,2-dimethylpentanoic acid). The solvent is CO (methanol). Starting materials: OC1(CN(CCO1)C)CCCCCCCCCCCCCCC (2-Hydroxy-4-methyl-2-pentadecylmorpholine), [BH4-].[Na+] (NaBH4). Conditions: temperature 0 celsius, time 6 hour. Product: OCCN(C)CC(CCCCCCCCCCCCCCC)O (N-2-Hydroxyethyl-N-2-hydroxyheptadecyl-N-methyl amine). As a reaction SMILES: [OH:1][C:2]1([CH2:9][CH2:10][CH2:11][CH2:12][CH2:13][CH2:14][CH2:15][CH2:16][CH2:17][CH2:18][CH2:19][CH2:20][CH2:21][CH2:22][CH3:23])[O:7][CH2:6][CH2:5][N:4]([CH3:8])[CH2:3]1.[BH4-].[Na+]>>[OH:7][CH2:6][CH2:5][N:4]([CH2:3][CH:2]([OH:1])[CH2:9][CH2:10][CH2:11][CH2:12][CH2:13][CH2:14][CH2:15][CH2:16][CH2:17][CH2:18][CH2:19][CH2:20][CH2:21][CH2:22][CH3:23])[CH3:8] |f:1.2|. Procedure: To 2-Hydroxy-4-methyl-2-pentadecylmorpholine (1 g, 3.06 mmol) at 0° C. was added NaBH4 (349 mg, 9.17 mmol) over a period of 10 minutes at 0° C., and the reaction mixture was stirred at 0° C. for 6 hours. Then methanol was removed by rotavap, the residue was taken in ether (100 mL) washed with water (2×25 mL), brine, and dried over sodium sulphate. Evaporation of the solvent gave a pure product. Yield (0.98 g, 97%), NMR 1H (CDCl3, 200 MHz) 0.89 (3H, t, CH3) 1.25 (26H, s, CH2) 1.38 (2H, m. CH2) 2.... The reactants are N#Cc1cc(C(=O)c2ccc(F)cc2)n2c1ccc1ccccc12, CN(C)N, CN(C)C=O, O. The product is CN(C)c1ccc(C(=O)c2cc(C#N)c3ccc4ccccc4n23)cc1. As a reaction SMILES: [C:1](#[N:2])[c:3]1[cH:4][c:5]([C:16]([c:17]2[cH:18][cH:19][c:20]([F:23])[cH:21][cH:22]2)=[O:24])[n:6]2[c:7]1[cH:8][cH:9][c:10]1[cH:11][cH:12][cH:13][cH:14][c:15]21.[CH3:25][N:26]([NH2:27])[CH3:28].[O:29]=[CH:30][N:31]([CH3:32])[CH3:33].[OH2:34]>>[C:1](#[N:2])[c:3]1[cH:4][c:5]([C:16]([c:17]2[cH:18][cH:19][c:20]([N:26]([CH3:25])[CH3:28])[cH:21][cH:22]2)=[O:24])[n:6]2[c:7]1[cH:8][cH:9][c:10]1[cH:11][cH:12][cH:13][cH:14][c:15]21.